From a dataset of the Open Reaction Database (ORD), a public repository of structured organic reaction records. describe an organic reaction: reactants, conditions, products, and yield The reactants are COC1=CC(=C(C#N)C=C1OC)[N+](=O)[O-] (4,5-dimethoxy-2-nitro-benzonitrile), C(CCC)[Sn](CCCC)=O (dibutyltinoxide), C[Si](C)(C)N=[N+]=[N-] (trimethylsilyl azide). The solvent is C1(=CC=CC=C1)C (toluene). Reaction conditions: temperature 100 celsius, time 16 hour. The product is COC1=CC(=C(C=C1OC)C=1N=NNN1)[N+](=O)[O-] (5-(4,5-dimethoxy-2-nitro-phenyl)-2H-tetrazole). The yield is 71.1%. As a reaction SMILES: [CH3:1][O:2][C:3]1[C:10]([O:11][CH3:12])=[CH:9][C:6]([C:7]#[N:8])=[C:5]([N+:13]([O-:15])=[O:14])[CH:4]=1.C([Sn](=O)CCCC)CCC.C[Si]([N:30]=[N+:31]=[N-:32])(C)C>C1(C)C=CC=CC=1>[CH3:1][O:2][C:3]1[C:10]([O:11][CH3:12])=[CH:9][C:6]([C:7]2[N:30]=[N:31][NH:32][N:8]=2)=[C:5]([N+:13]([O-:15])=[O:14])[CH:4]=1. Procedure details: 2.33 g of 4,5-dimethoxy-2-nitro-benzonitrile was added to 15 ml of toluene, 0.28 g of dibutyltinoxide and 2.58 g of trimethylsilyl azide was added thereto, and the mixture was stirred at 100° C. for 16 hours. The reaction mixture was distilled under a reduced pressure to remove the solvent, and the resulting solid was washed with 250 ml of dichloromethane to obtain 2.0 g of the title compound as a grey solid (yield 71%). Starting materials: CC1CC(C)(C)CC1=O, CC1CC(=O)C(C)(C)C1, CN, CN(C)C, CC1CC(C)(C)C=C1N(C)C(=O)CCl, CC1C=C(N(C)C(=O)CCl)C(C)(C)C1, O=C(Cl)CCl, [NH4+], [NH4+], O=S(=O)([O-])[O-], c1ccccc1. Yields the product CC1=C(N(C)C(=O)CCl)CC(C)(C)C1. Reaction SMILES: [CH3:10][CH:11]1[CH2:12][C:13]([CH3:14])([CH3:15])[CH2:16][C:17]1=[O:18].[CH3:1][C:2]1([CH3:3])[CH2:4][CH:5]([CH3:6])[CH2:7][C:8]1=[O:9].[CH3:26][NH2:27].[CH3:33][N:34]([CH3:35])[CH3:36].[CH3:37][C:38]1([CH3:50])[CH:39]=[C:40]([N:44]([C:45]([CH2:46][Cl:47])=[O:48])[CH3:49])[CH:41]([CH3:43])[CH2:42]1.[CH3:51][CH:52]1[CH2:53][C:54]([CH3:55])([CH3:56])[C:57]([N:58]([CH3:59])[C:60](=[O:61])[CH2:62][Cl:63])=[CH:64]1.[Cl:28][CH2:29][C:30]([Cl:31])=[O:32].[NH4+:19].[NH4+:20].[O-:21][S:22](=[O:23])(=[O:24])[O-:25].[cH:65]1[cH:66][cH:67][cH:68][cH:69][cH:70]1>>[CH3:37][C:38]1([CH3:50])[CH2:39][C:40]([N:44]([C:45]([CH2:46][Cl:47])=[O:48])[CH3:49])=[C:41]([CH3:43])[CH2:42]1. The reactants are CO, CCOC(=O)Cc1ccc([N+](=O)[O-])cn1. Yields the product CCOC(=O)Cc1ccc(N)cn1. RXN SMILES: [CH3:16][OH:17].[N+:1]([O-:2])(=[O:3])[c:4]1[cH:5][cH:6][c:7]([CH2:10][C:11](=[O:12])[O:13][CH2:14][CH3:15])[n:8][cH:9]1>>[NH2:1][c:4]1[cH:5][cH:6][c:7]([CH2:10][C:11](=[O:12])[O:13][CH2:14][CH3:15])[n:8][cH:9]1. The reactants are COCCC1=CC=C(OCC(C(C)(C)[N+](=O)[O-])O)C=C1 (1-[4-(2-methoxyethyl)-phenoxy]-3-nitro-3-methyl-butan-2-ol). The reagents and catalysts are [Pd] (palladium-on-charcoal). Run in C(C)O (ethanol), C(C)(=O)O (acetic acid). Product: COCCC1=CC=C(OCC(C(C)(C)N)O)C=C1 (1-[4-(2-Methoxyethyl)-phenoxy]-3-amino-3-methyl-butan-2-ol). Reaction SMILES: [CH3:1][O:2][CH2:3][CH2:4][C:5]1[CH:20]=[CH:19][C:8]([O:9][CH2:10][CH:11]([OH:18])[C:12]([N+:15]([O-])=O)([CH3:14])[CH3:13])=[CH:7][CH:6]=1>C(O)C.C(O)(=O)C.[Pd]>[CH3:1][O:2][CH2:3][CH2:4][C:5]1[CH:20]=[CH:19][C:8]([O:9][CH2:10][CH:11]([OH:18])[C:12]([NH2:15])([CH3:14])[CH3:13])=[CH:7][CH:6]=1. Procedure: 19 g of 1-[4-(2-methoxyethyl)-phenoxy]-3-nitro-3-methyl-butan-2-ol are hydrogenated at 60° C. and under a pressure of 6 bar in a mixture of 250 ml of ethanol and 50 ml of glacial acetic acid in the presence of 4 g of palladium-on-charcoal (10% Pd). After the mixture has been filtered and the solvent has been evaporated off, the residue is rendered alkaline with 2N NaOH and the mixture is extracted with CH2Cl2. The organic phase is washed with water and dried with Na2SO4 to give, after evaporatio... Reactants: [Li]CCCC, C1CCOC1, CC#CC, CC1(C)OCC(CCO)O1, CN1CCCN(C)C1=O, CC1(C)OCC(CCI)O1, N#N. Yields the product CCC#CCCC1COC(C)(C)O1. Reaction SMILES: [CH2:16]([Li:17])[CH2:18][CH2:19][CH3:20].[CH2:41]1[O:42][CH2:43][CH2:44][CH2:45]1.[CH3:1][C:2]#[C:3][CH3:4].[CH3:31][C:32]1([CH3:33])[O:34][CH:35]([CH2:36][CH2:37][OH:38])[CH2:39][O:40]1.[CH3:5][N:6]1[CH2:7][CH2:8][CH2:9][N:10]([CH3:11])[C:12]1=[O:13].[I:21][CH2:22][CH2:23][CH:24]1[O:25][C:26]([CH3:29])([CH3:30])[O:27][CH2:28]1.[N:14]#[N:15]>>[C:1](#[C:2][CH2:3][CH3:4])[CH2:22][CH2:23][CH:24]1[O:25][C:26]([CH3:29])([CH3:30])[O:27][CH2:28]1. The reactants are CC(CO[Si](C(C)C)(C(C)C)C(C)C)(C)C1=CC(=NO1)NC(C(C)(S(=O)(=O)CCC1CCOCC1)C)=O (N-[5-(1,1-dimethyl-2-triisopropylsilanyloxy-ethyl)-isoxazol-3-yl]-2-methyl-2-[2-(tetrahydro-pyran-4-yl)-ethanesulfonyl]-propionamide), [F-].C(CCC)[N+](CCCC)(CCCC)CCCC (tetrabutylammonium fluoride). The solvent is [NH4+].[Cl-] (NH4Cl), C1CCOC1 (THF). Reaction conditions: time 18 hour. The product is OCC(C)(C)C1=CC(=NO1)NC(C(C)(S(=O)(=O)CCC1CCOCC1)C)=O (N-[5-(2-hydroxy-1,1-dimethyl-ethyl)-isoxazol-3-yl]-2-methyl-2-[2-(tetrahydro-pyran-4-yl)-ethanesulfonyl]-propionamide). Yield: 33.6%. RXN SMILES: [CH3:1][C:2]([C:16]1[O:20][N:19]=[C:18]([NH:21][C:22](=[O:37])[C:23]([CH3:36])([S:25]([CH2:28][CH2:29][CH:30]2[CH2:35][CH2:34][O:33][CH2:32][CH2:31]2)(=[O:27])=[O:26])[CH3:24])[CH:17]=1)([CH3:15])[CH2:3][O:4][Si](C(C)C)(C(C)C)C(C)C.[F-].C([N+](CCCC)(CCCC)CCCC)CCC>C1COCC1.[NH4+].[Cl-]>[OH:4][CH2:3][C:2]([C:16]1[O:20][N:19]=[C:18]([NH:21][C:22](=[O:37])[C:23]([CH3:24])([S:25]([CH2:28][CH2:29][CH:30]2[CH2:35][CH2:34][O:33][CH2:32][CH2:31]2)(=[O:27])=[O:26])[CH3:36])[CH:17]=1)([CH3:15])[CH3:1] |f:1.2,4.5|. Reported procedure: To a solution of 190 mg (0.34 mmol) of N-[5-(1,1-dimethyl-2-triisopropylsilanyloxy-ethyl)-isoxazol-3-yl]-2-methyl-2-[2-(tetrahydro-pyran-4-yl)-ethanesulfonyl]-propionamide in THF (2 mL) are added 1.7 mL (1M solution in THF, 1.7 mmol) of tetrabutylammonium fluoride. The reaction is stirred at room temperature for 18 h and then diluted with 1M aqueous NH4Cl solution (5 mL). The aqueous layer is extracted with DCM (3×25 mL). The combined organic extracts are dried over Na2SO4 and filtered and the f... Reactants: C1(CCCCC1)NC1CCCCC1 (dicyclohexylamine), C1(CC(C1)=O)=O (1,3-cyclobutanedione). Solvent: C(C)(=O)OCC (ethyl acetate), C(C)(=O)OCC (ethyl acetate). Run at time 1 hour. Product: C1(CCCCC1)[NH2+]C1CCCCC1.OC1=CC(C1)=O (3-hydroxy-2-cyclobuten-1-one dicyclohexylammonium salt). The yield is 102.0%. As a reaction SMILES: [CH:1]1([NH:7][CH:8]2[CH2:13][CH2:12][CH2:11][CH2:10][CH2:9]2)[CH2:6][CH2:5][CH2:4][CH2:3][CH2:2]1.[C:14]1(=[O:19])[CH2:17][C:16](=[O:18])[CH2:15]1>C(OCC)(=O)C>[CH:8]1([NH2+:7][CH:1]2[CH2:2][CH2:3][CH2:4][CH2:5][CH2:6]2)[CH2:9][CH2:10][CH2:11][CH2:12][CH2:13]1.[OH:19][C:14]1[CH2:17][C:16](=[O:18])[CH:15]=1 |f:3.4|. Procedure details: A solution of 7.1 g of dicyclohexylamine (98 percent; 38.3 mmol) in 15 ml of ethyl acetate was instilled in a suspension of 3.0 g of 1,3-cyclobutanedione (97 percent; 34.6 mmol) in ethyl acetate (52.2 ml) at 20° C. in 15 minutes. After 1 hour of stirring at room temperature, the suspension was washed four times with ethyl acetate and dried under vacuum. 9.4 g of the title product with a content of 94.7 percent (according to HPLC), corresponding to a yield of 96.7 percent, relative to cyclobutane... Starting materials: FC1=C(C=C(C=C1)C1=C(C(NC1)=O)C)[N+](=O)[O-] (4-(4-Fluoro-3-nitrophenyl)-1,5-dihydro-3-methyl-2H-pyrrol-2-one), CC=1NC=CN1 (2-methylimidazole), O (water). Solvent: CS(=O)C (dimethylsulfoxide). Reaction conditions: temperature 50 celsius, time 1 hour. The product is CC=1C(NCC1C1=CC(=C(C=C1)N1C(=NC=C1)C)[N+](=O)[O-])=O (1,5-Dihydro-3-methyl-4-[4-(2-methyl-1H-imidazol-1-yl)-3-nitrophenyl]-2H-pyrrol-2-one). Reaction SMILES: F[C:2]1[CH:7]=[CH:6][C:5]([C:8]2[CH2:12][NH:11][C:10](=[O:13])[C:9]=2[CH3:14])=[CH:4][C:3]=1[N+:15]([O-:17])=[O:16].[CH3:18][C:19]1[NH:20][CH:21]=[CH:22][N:23]=1.O>CS(C)=O>[CH3:14][C:9]1[C:10](=[O:13])[NH:11][CH2:12][C:8]=1[C:5]1[CH:6]=[CH:7][C:2]([N:20]2[CH:21]=[CH:22][N:23]=[C:19]2[CH3:18])=[C:3]([N+:15]([O-:17])=[O:16])[CH:4]=1. Procedure details: 4-(4-Fluoro-3-nitrophenyl)-1,5-dihydro-3-methyl-2H-pyrrol-2-one (6.5g, 28 mmol) and 2-methylimidazole (6.8 g, 83 mmol) are combined in dimethylsulfoxide (50 mL) and the mixture is heated to 50° C. under a nitrogen atmosphere for 4 hr. The mixture is then cooled to room temperature, and water is added to give a precipitate. The mixture is kept cold for 1 hr, and the precipitate is collected by filtration, washed with water, and air-dried to provide the title compound. The reactants are CC(C)(C)OC(=O)NC(COS(C)(=O)=O)CC1CCCCC1, [N-]=[N+]=[N-], [Na+], CN(C)C=O. Product: CC(C)(C)OC(=O)NC(CN=[N+]=[N-])CC1CCCCC1. Reaction SMILES: [CH3:1][S:2]([O:3][CH2:6][CH:7]([CH2:8][CH:9]1[CH2:10][CH2:11][CH2:12][CH2:13][CH2:14]1)[NH:15][C:16](=[O:17])[O:18][C:19]([CH3:20])([CH3:21])[CH3:22])(=[O:4])=[O:5].[N-:23]=[N+:24]=[N-:25].[Na+:26].[O:27]=[CH:28][N:29]([CH3:30])[CH3:31]>>[CH2:6]([CH:7]([CH2:8][CH:9]1[CH2:10][CH2:11][CH2:12][CH2:13][CH2:14]1)[NH:15][C:16](=[O:17])[O:18][C:19]([CH3:20])([CH3:21])[CH3:22])[N:23]=[N+:24]=[N-:25].